Dataset: the Open Reaction Database (ORD), a public repository of structured organic reaction records. Task: describe an organic reaction: reactants, conditions, products, and yield Reactants: OC=1C(=C2/C(/CC(OC2=C(C1C)C)(C)COC1=CC=C(CC2C(NC(S2)=O)=O)C=C1)=N/O)C (5-{4-[6-hydroxy-4-(E)-hydroxyimino-2,5,7,8-tetramethylchroman-2-ylmethoxy ]benzyl}thiazolidine-2,4-dione), Cl.C(C1=CN=CC=C1)(=O)Cl (nicotinoyl chloride hydrochloride), N1=CC=CC=C1 (pyridine), C([O-])([O-])=O.[K+].[K+] (potassium carbonate). The solvent is CN(C=O)C (dimethylformamide), C(C)(=O)OCC (ethyl acetate). Reaction conditions: time 6 day. Product: CC1(OC2=C(C(=C(C(=C2/C(/C1)=N/OC(C1=CN=CC=C1)=O)C)OC(C1=CN=CC=C1)=O)C)C)COC1=CC=C(CC2C(NC(S2)=O)=O)C=C1 (5-{4-[2,5,7,8-Tetramethyl-6-nicotinoyloxy-4-(E)-nicotinoyloxyiminochroman-2-ylmethoxy]benzyl}-thiazolidine-2,4-dione). As a reaction SMILES: [OH:1][C:2]1[C:3]([CH3:33])=[C:4]2[C:9](=[C:10]([CH3:13])[C:11]=1[CH3:12])[O:8][C:7]([CH2:15][O:16][C:17]1[CH:30]=[CH:29][C:20]([CH2:21][CH:22]3[S:26][C:25](=[O:27])[NH:24][C:23]3=[O:28])=[CH:19][CH:18]=1)([CH3:14])[CH2:6]/[C:5]/2=[N:31]\[OH:32].Cl.[C:35](Cl)(=[O:42])[C:36]1[CH:41]=[CH:40][CH:39]=[N:38][CH:37]=1.[N:44]1[CH:49]=[CH:48][CH:47]=[CH:46][CH:45]=1.[C:50](=O)([O-])[O-:51].[K+].[K+]>C(OCC)(=O)C.CN(C)C=O>[CH3:14][C:7]1([CH2:15][O:16][C:17]2[CH:18]=[CH:19][C:20]([CH2:21][CH:22]3[S:26][C:25](=[O:27])[NH:24][C:23]3=[O:28])=[CH:29][CH:30]=2)[CH2:6]/[C:5](=[N:31]\[O:32][C:35](=[O:42])[C:36]2[CH:41]=[CH:40][CH:39]=[N:38][CH:37]=2)/[C:4]2[C:9](=[C:10]([CH3:13])[C:11]([CH3:12])=[C:2]([O:1][C:50](=[O:51])[C:46]3[CH:47]=[CH:48][CH:49]=[N:44][CH:45]=3)[C:3]=2[CH3:33])[O:8]1 |f:1.2,4.5.6|. Reported procedure: A mixture of 1 g of 5-{4-[6-hydroxy-4-(E)-hydroxyimino-2,5,7,8-tetramethylchroman-2-ylmethoxy ]benzyl}thiazolidine-2,4-dione (prepared as described in Example 13), 1.1 g of nicotinoyl chloride hydrochloride, 12 ml of pyridine and 12 ml of dimethylformamide was allowed to stand for 6 days at room temperature, after which it was heated for 8 hours at 60°-80° C. An aqueous solution of potassium carbonate and ethyl acetate were added to the reaction mixture. The organic layer was separated and dried... Starting materials: CC[SiH](CC)CC, Cc1ccccc1, COC(=O)c1ccc(C(O)c2nccs2)cc1, O=C(O)C(F)(F)F. Product: COC(=O)c1ccc(Cc2nccs2)cc1. Reaction SMILES: [CH2:18]([SiH:19]([CH2:20][CH3:21])[CH2:22][CH3:23])[CH3:24].[CH3:32][c:33]1[cH:34][cH:35][cH:36][cH:37][cH:38]1.[OH:1][CH:2]([c:3]1[cH:4][cH:5][c:6]([C:7](=[O:8])[O:9][CH3:10])[cH:11][cH:12]1)[c:13]1[s:14][cH:15][cH:16][n:17]1.[OH:25][C:26]([C:27]([F:28])([F:29])[F:30])=[O:31]>>[CH2:2]([c:3]1[cH:4][cH:5][c:6]([C:7](=[O:8])[O:9][CH3:10])[cH:11][cH:12]1)[c:13]1[s:14][cH:15][cH:16][n:17]1. The reactants are C1CNCCN1, CC#N, CN(C)S(=O)(=O)c1cnc2cnc(Cl)cn12. The product is Cl, CN(C)S(=O)(=O)c1cnc2cnc(N3CCNCC3)cn12. As a reaction SMILES: [CH2:17]1[CH2:18][NH:19][CH2:20][CH2:21][NH:22]1.[CH3:23][C:24]#[N:25].[Cl:1][c:2]1[n:3][cH:4][c:5]2[n:6]([cH:7]1)[c:8]([S:11]([N:12]([CH3:13])[CH3:14])(=[O:15])=[O:16])[cH:9][n:10]2>>[ClH:1].[c:2]1([N:19]2[CH2:18][CH2:17][NH:22][CH2:21][CH2:20]2)[n:3][cH:4][c:5]2[n:6]([cH:7]1)[c:8]([S:11]([N:12]([CH3:13])[CH3:14])(=[O:15])=[O:16])[cH:9][n:10]2. Starting materials: C=1(C(=CC=CC1)C=O)C (o-tolualdehyde), C1(=CC=CC=C1)C (toluene), N1CCCCC1 (piperidine), O (Water). Run at time 15 hour. The product is CC1=C(C=CC=C1)C=C(C(C)=O)C1=CC=NC=C1 (4-(2-methylphenyl)-3-(4-pyridyl)-3-butene-2-one). Reaction SMILES: [C:1]1([CH3:9])[C:2]([CH:7]=O)=[CH:3][CH:4]=[CH:5][CH:6]=1.[NH:10]1[CH2:15][CH2:14][CH2:13][CH2:12][CH2:11]1.[OH2:16].[C:17]1([CH3:23])C=CC=C[CH:18]=1>>[CH3:9][C:1]1[CH:6]=[CH:5][CH:4]=[CH:3][C:2]=1[CH:7]=[C:18]([C:13]1[CH:14]=[CH:15][N:10]=[CH:11][CH:12]=1)[C:17](=[O:16])[CH3:23]. Reported procedure: A solution of 4-pyrridylacetone (Example A-5, step 1) (0.75 g, 5.56 mmol), o-tolualdehyde (0.73 g, 5.56 mmol) and piperidine (100 mg) in toluene (50 ml) was heated to reflux. Water generated during the reaction was removed by a Dean-Stark trap. After heating at reflux for 5 hours, the reaction mixture was stirred at room temperature for 15 hours. The mixture was concentrated to an orange color oily residue. The crude ketone was purified by chromatography to give 4-(2-methylphenyl)-3-(4-pyridyl)-... The solvent is C1CCOC1 (THF). Starting materials: C#CCCCC (1-hexyne), [Li]CCCC (n-BuLi), C(C)=O (Acetaldehyde). Reaction conditions: temperature 0 celsius, time 15 minute. Yields the product CC(C#CCCCC)O ((±)-Oct-3-yn-2-ol). Yield: 73.0%. Reported procedure: To a solution of 1-hexyne (116, 2 g, 24.3 mmol) in 30 mL of freshly distilled THF at −78° C. was added n-BuLi (2.5 M solution in hexanes, 11 mL, 27 mmol) under argon (FIG. 2M). The resultant yellow solution was stirred at −78° C. for 30 min and 0° C. for 15 min. Acetaldehyde (˜2 mL) was added to this solution at −78° C. and the reaction mixture was allowed to stir at rt for 3 h. The reaction was quenched with saturated NH4Cl and extracted with Et2O (3×30 mL). The combined organic solution was wa... As a reaction SMILES: [CH:1]#[C:2][CH2:3][CH2:4][CH2:5][CH3:6].[Li]CCCC.[CH:12](=[O:14])[CH3:13]>C1COCC1>[CH3:13][CH:12]([OH:14])[C:1]#[C:2][CH2:3][CH2:4][CH2:5][CH3:6].